This data is from the Open Reaction Database (ORD), a public repository of structured organic reaction records. The task is: describe an organic reaction: reactants, conditions, products, and yield The reactants are CC(C)(C)OC(=O)C1CC2(c3ccccc3)C(NCc3ccccc3)C(F)CC1N2Cc1ccccc1, CC[BH-](CC)CC, [Li+], [Na+], C1CCOC1, [OH-]. Yields the product OCC1CC2(c3ccccc3)C(NCc3ccccc3)C(F)CC1N2Cc1ccccc1. As a reaction SMILES: [CH2:1]([c:2]1[cH:3][cH:4][cH:5][cH:6][cH:7]1)[NH:8][CH:9]1[C:10]2([c:32]3[cH:33][cH:34][cH:35][cH:36][cH:37]3)[CH2:11][CH:12]([C:25](=[O:26])[O:27][C:28]([CH3:29])([CH3:30])[CH3:31])[CH:13]([CH2:14][CH:15]1[F:16])[N:17]2[CH2:18][c:19]1[cH:20][cH:21][cH:22][cH:23][cH:24]1.[CH2:38]([BH-:39]([CH2:40][CH3:41])[CH2:42][CH3:43])[CH3:44].[Li+:45].[Na+:47].[O:48]1[CH2:49][CH2:50][CH2:51][CH2:52]1.[OH-:46]>>[CH2:1]([c:2]1[cH:3][cH:4][cH:5][cH:6][cH:7]1)[NH:8][CH:9]1[C:10]2([c:32]3[cH:33][cH:34][cH:35][cH:36][cH:37]3)[CH2:11][CH:12]([CH2:25][OH:26])[CH:13]([CH2:14][CH:15]1[F:16])[N:17]2[CH2:18][c:19]1[cH:20][cH:21][cH:22][cH:23][cH:24]1. The reactants are hydrochloride salt, CC1=CC=C(C=C1)S(=O)(=O)OCC1OC2=C(C1)C=CC=C2C2=C(C=CC=C2Cl)Cl ([7-(2,6-dichlorophenyl)-2,3-dihydro-1-benzofuran-2-yl]methyl 4-methylbenzenesulfonate), CN (methylamine). The product is CNCC1OC2=C(C1)C=CC=C2C2=C(C=CC=C2Cl)Cl (N-methyl-1-[7-(2,6-dichlorophenyl)-2,3-dihydro-1-benzofuran-2-yl]methanamine). Reaction SMILES: CC1C=CC(S(O[CH2:12][CH:13]2[CH2:17][C:16]3[CH:18]=[CH:19][CH:20]=[C:21]([C:22]4[C:27]([Cl:28])=[CH:26][CH:25]=[CH:24][C:23]=4[Cl:29])[C:15]=3[O:14]2)(=O)=O)=CC=1.[CH3:30][NH2:31]>>[CH3:30][NH:31][CH2:12][CH:13]1[CH2:17][C:16]2[CH:18]=[CH:19][CH:20]=[C:21]([C:22]3[C:27]([Cl:28])=[CH:26][CH:25]=[CH:24][C:23]=3[Cl:29])[C:15]=2[O:14]1. Procedure details: The title compound was prepared (0.351 g, 77%) following the general procedure of Example 390 as a white solid, hydrochloride salt from [7-(2,6-dichlorophenyl)-2,3-dihydro-1-benzofuran-2-yl]methyl 4-methylbenzenesulfonate (0.595 g, 1.324 mmol) and methylamine (1.86 g, 60.0 mmol). 190-192 mp ° C. Starting materials: C(#N)[C@]1(CC[C@@H](O1)N1C(=O)NC(=O)C(C)=C1)COC(C)=O (3'-deoxy-4'-cyano-5'-O-acetylthymidine), C(#N)[C@]1(CC[C@@H](O1)N1C(=O)NC(=O)C(C)=C1)COC(C)=O (3'-deoxy-4'-cyano-5'-O-acetylthymidine). The solvent is [NH4+].[OH-] (NH4OH). Conditions: temperature 24 celsius, time 2 hour. Yields the product C(#N)[C@]1(CC[C@@H](O1)N1C(=O)NC(=O)C(C)=C1)CO (3'-deoxy-4'-cyanothymidine). RXN SMILES: [C:1]([C@:3]1([CH2:17][O:18]C(=O)C)[O:7][C@@H:6]([N:8]2[CH:16]=[C:14]([CH3:15])[C:12](=[O:13])[NH:11][C:9]2=[O:10])[CH2:5][CH2:4]1)#[N:2]>[NH4+].[OH-]>[C:1]([C@:3]1([CH2:17][OH:18])[O:7][C@@H:6]([N:8]2[CH:16]=[C:14]([CH3:15])[C:12](=[O:13])[NH:11][C:9]2=[O:10])[CH2:5][CH2:4]1)#[N:2] |f:1.2|. Reported procedure: The 4'-α and 4'-β isomers of 3'-deoxy-4'-cyano-5'-O-acetylthymidine (Formula 30) (26 mg, 0.09 mM) is dissolved in 0.2 ml NH4OH/0.2 ml CH3OH and stirred at 24° C. for 2 hours. The solvent is removed by evaporation and the residue chromatographed on silica gel (Preparative TLC, 2 plates, 1000 microns) using 1% CH3OH/EtOAc with 0.8% NH4OH, affording the 4'-α and 4'-β isomers of 3'-deoxy-4'-cyanothymidine, 6 mg, 0.024 mM, MS 251 (M+); and 11 mg, 0.044 mM, MS 251(M+), respectively. The reactants are COc1cccc(CCBr)c1, [C-]#N, [Na+], CN(C)C=O. Product: COc1cccc(CCC#N)c1. Reaction SMILES: [Br:1][CH2:2][CH2:3][c:4]1[cH:5][c:6]([O:10][CH3:11])[cH:7][cH:8][cH:9]1.[C-:12]#[N:13].[Na+:14].[O:15]=[CH:16][N:17]([CH3:18])[CH3:19]>>[CH2:2]([CH2:3][c:4]1[cH:5][c:6]([O:10][CH3:11])[cH:7][cH:8][cH:9]1)[C:12]#[N:13].